This data is from the Open Reaction Database (ORD), a public repository of structured organic reaction records. The task is: describe an organic reaction: reactants, conditions, products, and yield Starting materials: O1C(COC2=CC=C(C=C2)C=2N=C3N(C=CC=C3C)C2)C1 (2-[4-[(2,3-Epoxy)propoxy]phenyl]-8-methylimidazo[1,2-a]pyridine). Solvent: C(CC)N (propylamine). Yields the product OC(COC1=CC=C(C=C1)C=1N=C2N(C=CC=C2C)C1)CNCCC (2-[4-(2-hydroxy-3-propylaminopropoxy)phenyl]-8-methylimidazo[1,2-a]pyridine). RXN SMILES: [O:1]1[CH2:21][CH:2]1[CH2:3][O:4][C:5]1[CH:10]=[CH:9][C:8]([C:11]2[N:12]=[C:13]3[C:18]([CH3:19])=[CH:17][CH:16]=[CH:15][N:14]3[CH:20]=2)=[CH:7][CH:6]=1>C(N)CC>[OH:1][CH:2]([CH2:21][NH:12][CH2:11][CH2:8][CH3:7])[CH2:3][O:4][C:5]1[CH:10]=[CH:9][C:8]([C:11]2[N:12]=[C:13]3[C:18]([CH3:19])=[CH:17][CH:16]=[CH:15][N:14]3[CH:20]=2)=[CH:7][CH:6]=1. Reported procedure: The product of Step C (5.0 g) and propylamine (20 mL) was heated at 40° C. for 18 hours. The reaction was cooled to ambient temperature evaporated and the residue purified via silica gel chromatography (dichloromethane/methanol) to give the title compound which was converted to a HCl salt upon treatment with HCl/methanol. Reactants: CC(C)(C)OC(=O)NCCCOc1cccc2c1B(O)OC2, CI, [Cl-], [H-], [NH4+], [Na+], CN(C)C=O. Product: CN(CCCOc1cccc2c1B(O)OC2)C(=O)OC(C)(C)C. RXN SMILES: [C:3]([CH3:4])([CH3:5])([CH3:6])[O:7][C:8]([NH:9][CH2:10][CH2:11][CH2:12][O:13][c:14]1[cH:15][cH:16][cH:17][c:18]2[c:19]1[B:20]([OH:23])[O:21][CH2:22]2)=[O:24].[CH3:25][I:26].[Cl-:27].[H-:2].[NH4+:28].[Na+:1].[O:29]=[CH:30][N:31]([CH3:32])[CH3:33]>>[C:3]([CH3:4])([CH3:5])([CH3:6])[O:7][C:8]([N:9]([CH2:10][CH2:11][CH2:12][O:13][c:14]1[cH:15][cH:16][cH:17][c:18]2[c:19]1[B:20]([OH:23])[O:21][CH2:22]2)[CH3:25])=[O:24].